From a dataset of the Open Reaction Database (ORD), a public repository of structured organic reaction records. describe an organic reaction: reactants, conditions, products, and yield Reactants: Cc1c(CN2CCN(c3nccnc3-c3ccc(CN)cc3)CC2)cnn1C, CN=C=S, CC#N, ClCCl, Cl, O. Yields the product CNC(=S)NCc1ccc(-c2nccnc2N2CCN(Cc3cnn(C)c3C)CC2)cc1, Cl. As a reaction SMILES: [CH3:1][n:2]1[n:3][cH:4][c:5]([CH2:8][N:9]2[CH2:10][CH2:11][N:12]([c:15]3[n:16][cH:17][cH:18][n:19][c:20]3-[c:21]3[cH:22][cH:23][c:24]([CH2:25][NH2:26])[cH:27][cH:28]3)[CH2:13][CH2:14]2)[c:6]1[CH3:7].[CH3:29][N:30]=[C:31]=[S:32].[CH3:38][C:39]#[N:40].[Cl:35][CH2:36][Cl:37].[ClH:33].[OH2:34]>>[CH3:1][n:2]1[n:3][cH:4][c:5]([CH2:8][N:9]2[CH2:10][CH2:11][N:12]([c:15]3[n:16][cH:17][cH:18][n:19][c:20]3-[c:21]3[cH:22][cH:23][c:24]([CH2:25][NH:26][C:31]([NH:30][CH3:29])=[S:32])[cH:27][cH:28]3)[CH2:13][CH2:14]2)[c:6]1[CH3:7].[ClH:33]. The reactants are C(CCCCCCCCC)NC(=O)C1=CC=C(C=C1)[N+](=O)[O-] (4-[(decylamino)carbonyl]nitrobenzene). The reagents and catalysts are [Pd] (palladium on carbon). The solvent is C1CCOC1 (THF). Conditions: time 17 hour. Yields the product C(CCCCCCCCC)NC(=O)C1=CC=C(C=C1)N (4-[(decylamino)carbonyl]benzenamine). Isolated yield 94.7%. Reaction SMILES: [CH2:1]([NH:11][C:12]([C:14]1[CH:19]=[CH:18][C:17]([N+:20]([O-])=O)=[CH:16][CH:15]=1)=[O:13])[CH2:2][CH2:3][CH2:4][CH2:5][CH2:6][CH2:7][CH2:8][CH2:9][CH3:10]>[Pd].C1COCC1>[CH2:1]([NH:11][C:12]([C:14]1[CH:19]=[CH:18][C:17]([NH2:20])=[CH:16][CH:15]=1)=[O:13])[CH2:2][CH2:3][CH2:4][CH2:5][CH2:6][CH2:7][CH2:8][CH2:9][CH3:10]. Procedure: A mixture of 8.05 g of 4-[(decylamino)carbonyl]nitrobenzene and 2.5 g of 10% palladium on carbon in 175 ml of THF was shaken under an initial hydrogen pressure of 54 psi in a Parr Hydrogenator for 17 hours. The catalyst was removed by filtration and the filtrate was concentrated to a solid which was triturated with hexane and filtered to give 6.88 g (95% yield, mp 117°-119°) of 4-[(decylamino)carbonyl]benzenamine. The structure was confirmed by the nmr spectrum. Reactants: O=C(O)c1cc([N+](=O)[O-])ccc1F, NC1CCC(O)CC1, c1ccncc1. The product is O=C(O)c1cc([N+](=O)[O-])ccc1NC1CCC(O)CC1. Reaction SMILES: [F:1][c:2]1[c:3]([C:4](=[O:5])[OH:6])[cH:7][c:8]([N+:11](=[O:12])[O-:13])[cH:9][cH:10]1.[NH2:14][CH:15]1[CH2:16][CH2:17][CH:18]([OH:21])[CH2:19][CH2:20]1.[cH:22]1[cH:23][cH:24][n:25][cH:26][cH:27]1>>[c:2]1([NH:14][CH:15]2[CH2:16][CH2:17][CH:18]([OH:21])[CH2:19][CH2:20]2)[c:3]([C:4](=[O:5])[OH:6])[cH:7][c:8]([N+:11](=[O:12])[O-:13])[cH:9][cH:10]1. Starting materials: N1CCCC1 (Pyrrolidine), BrC1=CC=C(CBr)C=C1 (4-bromobenzyl bromide), resultant solution. Solvent: CCOC(=O)C (EtOAc), C(Cl)Cl (CH2Cl2). Conditions: time 1 hour. The product is BrC1=CC=C(C=C1)CN1CCCC1 (1-Bromo-4-[(1-pyrrolidinyl)methyl]benzene). Isolated yield 93.9%. Reaction SMILES: [NH:1]1[CH2:5][CH2:4][CH2:3][CH2:2]1.[Br:6][C:7]1[CH:14]=[CH:13][C:10]([CH2:11]Br)=[CH:9][CH:8]=1>C(Cl)Cl.CCOC(C)=O>[Br:6][C:7]1[CH:14]=[CH:13][C:10]([CH2:11][N:1]2[CH2:5][CH2:4][CH2:3][CH2:2]2)=[CH:9][CH:8]=1. Procedure: Pyrrolidine (20.0 mL, 0.240 mole) was added to a stirred solution of 4-bromobenzyl bromide (10.0 g, 40.0 mmol) in anhydrous CH2Cl2 (20 mL) at 0° C. under nitrogen. The resultant solution was allowed to stir at room temperature for 1 h. The reaction mixture was diluted with EtOAc (150 mL) before it was washed with half-saturated aqueous NaHCO3 (50 mL). After drying over MgSO4, filtration, and concentration, the oily residue was chromatographed on silica [20% EtOAc in hexanes, then 10% EtOH/Et3N (... The reactants are CC(C)(C)OC(=O)Nc1cc(N2CCC3(CC2)OCCO3)c(-c2ccccc2F)cc1NC(=O)CC(=O)c1cccc(C#N)c1, ClCCl, O=C(O)C(F)(F)F. Product: N#Cc1cccc(C2=Nc3cc(N4CCC5(CC4)OCCO5)c(-c4ccccc4F)cc3NC(=O)C2)c1. RXN SMILES: [C:1]([O:2][C:3](=[O:4])[NH:7][c:8]1[cH:9][c:10]([N:35]2[CH2:36][CH2:37][C:38]3([O:39][CH2:40][CH2:41][O:42]3)[CH2:43][CH2:44]2)[c:11](-[c:28]2[c:29]([F:34])[cH:30][cH:31][cH:32][cH:33]2)[cH:12][c:13]1[NH:14][C:15]([CH2:16][C:17](=[O:5])[c:19]1[cH:20][c:21]([C:25]#[N:26])[cH:22][cH:23][cH:24]1)=[O:27])([CH3:6])([CH3:18])[CH3:45].[Cl:53][CH2:54][Cl:55].[F:46][C:47]([F:48])([F:49])[C:50]([OH:51])=[O:52]>>[N:7]1=[C:17]([c:19]2[cH:20][c:21]([C:25]#[N:26])[cH:22][cH:23][cH:24]2)[CH2:16][C:15](=[O:27])[NH:14][c:13]2[c:8]1[cH:9][c:10]([N:35]1[CH2:36][CH2:37][C:38]3([O:39][CH2:40][CH2:41][O:42]3)[CH2:43][CH2:44]1)[c:11](-[c:28]1[c:29]([F:34])[cH:30][cH:31][cH:32][cH:33]1)[cH:12]2. The reactants are BrB(Br)Br, COc1ccc2oc(-c3ccc(C(N)=O)cn3)cc2c1, ClCCl, [Na+], O=C([O-])O, O. The product is NC(=O)c1ccc(-c2cc3cc(O)ccc3o2)nc1. Reaction SMILES: [B:24]([Br:25])([Br:26])[Br:27].[CH3:1][O:2][c:3]1[cH:4][cH:5][c:6]2[c:7]([cH:8][c:9](-[c:11]3[n:12][cH:13][c:14]([C:15](=[O:16])[NH2:17])[cH:18][cH:19]3)[o:10]2)[cH:20]1.[Cl:21][CH2:22][Cl:23].[Na+:32].[O-:28][C:29]([OH:30])=[O:31].[OH2:33]>>[OH:2][c:3]1[cH:4][cH:5][c:6]2[c:7]([cH:8][c:9](-[c:11]3[n:12][cH:13][c:14]([C:15](=[O:16])[NH2:17])[cH:18][cH:19]3)[o:10]2)[cH:20]1. Starting materials: C(C1=CC=CC=C1)OC1=C2CCCC(C2=CC=C1)C(=O)O (5-benzyloxy-1,2,3,4-tetrahydronaphthalene-1-carboxylic acid), C(CCC)C1=CC=C(C=C1)NCC1=CC=C(C=C1)N(C)C ((4-butylphenyl)[(4-dimethylaminophenyl)methyl]amine). The product is C(C1=CC=CC=C1)OC1=C2CCCC(C2=CC=C1)C(=O)N(CC1=CC=C(C=C1)N(C)C)C1=CC=C(C=C1)CCCC (5-benzyloxy-N-(4-butylphenyl)-N-[(4-dimethylaminophenyl)methyl]-1,2,3,4-tetrahydronaphthalene-1-carboxamide). The yield is 92.0%. Reaction SMILES: [CH2:1]([O:8][C:9]1[CH:18]=[CH:17][CH:16]=[C:15]2[C:10]=1[CH2:11][CH2:12][CH2:13][CH:14]2[C:19]([OH:21])=O)[C:2]1[CH:7]=[CH:6][CH:5]=[CH:4][CH:3]=1.[CH2:22]([C:26]1[CH:31]=[CH:30][C:29]([NH:32][CH2:33][C:34]2[CH:39]=[CH:38][C:37]([N:40]([CH3:42])[CH3:41])=[CH:36][CH:35]=2)=[CH:28][CH:27]=1)[CH2:23][CH2:24][CH3:25]>>[CH2:1]([O:8][C:9]1[CH:18]=[CH:17][CH:16]=[C:15]2[C:10]=1[CH2:11][CH2:12][CH2:13][CH:14]2[C:19]([N:32]([C:29]1[CH:28]=[CH:27][C:26]([CH2:22][CH2:23][CH2:24][CH3:25])=[CH:31][CH:30]=1)[CH2:33][C:34]1[CH:35]=[CH:36][C:37]([N:40]([CH3:42])[CH3:41])=[CH:38][CH:39]=1)=[O:21])[C:2]1[CH:3]=[CH:4][CH:5]=[CH:6][CH:7]=1. Procedure details: By the reaction and treatment in the same manner as in Example 12 using 5-benzyloxy-1,2,3,4-tetrahydronaphthalene-1-carboxylic acid (0.66 g) and (4-butylphenyl)[(4-dimethylaminophenyl)methyl]amine (0.55 g) as starting materials, 5-benzyloxy-N-(4-butylphenyl)-N-[(4-dimethylaminophenyl)methyl]-1,2,3,4-tetrahydronaphthalene-1-carboxamide (0.98 g) was obtained. By the reaction and treatment in the same manner as in Example 17 using this compound, N-(4-butylphenyl)-N-[(4-dimethylaminophenyl)methyl]-5... Reaction conditions: temperature 110 celsius, time 3 hour. The solvent is CN(C=O)C (dimethylformamide). The reactants are ClC=1C=CC2=C(C(CCCN2C(C2=CN=C(C=C2)NC(C2=C(C=CC=C2)Cl)=O)=O)CCOS(=O)(=O)C)C1 (7-chloro-5-(2-methanesulfonyloxyethyl)-1-[6-(2-chlorobenzoylamino)nicotinoyl]-2,3,4,5-tetrahydro-1H-benzazepine), C1(C=2C(C(N1)=O)=CC=CC2)=O.[K] (potassium phthalimide), ice water. The product is ClC=1C=CC2=C(C(CCCN2C(C2=CN=C(C=C2)NC(C2=C(C=CC=C2)Cl)=O)=O)CCN2C(C=3C(C2=O)=CC=CC3)=O)C1 (7-chloro-5-(2-phthalimidoethyl)-1-[6-(2-chlorobenzoyl-amino)nicotinoyl]-2,3,4,5-tetrahydro-1H-benzazepine). Procedure details: To a solution of 7-chloro-5-(2-methanesulfonyloxyethyl)-1-[6-(2-chlorobenzoylamino)nicotinoyl]-2,3,4,5-tetrahydro-1H-benzazepine (1.6 g) in dimethylformamide (30 ml) is added potassium phthalimide (0.58 g), and the mixture is stirred at 110° C. for 3 hours. The mixture is poured into ice-water, and the mixture is extracted with dichloromethane. The extract is washed with water, dried over magnesium sulfate, and evaporated under reduced pressure to remove the solvent. The residue is purified by s... Yield: 103.1%. As a reaction SMILES: [Cl:1][C:2]1[CH:3]=[CH:4][C:5]2[N:11]([C:12](=[O:29])[C:13]3[CH:18]=[CH:17][C:16]([NH:19][C:20](=[O:28])[C:21]4[CH:26]=[CH:25][CH:24]=[CH:23][C:22]=4[Cl:27])=[N:15][CH:14]=3)[CH2:10][CH2:9][CH2:8][CH:7]([CH2:30][CH2:31]OS(C)(=O)=O)[C:6]=2[CH:37]=1.[C:38]1(=[O:48])[NH:42][C:41](=[O:43])[C:40]2=[CH:44][CH:45]=[CH:46][CH:47]=[C:39]12.[K]>CN(C)C=O>[Cl:1][C:2]1[CH:3]=[CH:4][C:5]2[N:11]([C:12](=[O:29])[C:13]3[CH:18]=[CH:17][C:16]([NH:19][C:20](=[O:28])[C:21]4[CH:26]=[CH:25][CH:24]=[CH:23][C:22]=4[Cl:27])=[N:15][CH:14]=3)[CH2:10][CH2:9][CH2:8][CH:7]([CH2:30][CH2:31][N:42]3[C:38](=[O:48])[C:39]4=[CH:47][CH:46]=[CH:45][CH:44]=[C:40]4[C:41]3=[O:43])[C:6]=2[CH:37]=1 |f:1.2,^1:48|.